From a dataset of the Open Reaction Database (ORD), a public repository of structured organic reaction records. describe an organic reaction: reactants, conditions, products, and yield Reactants: NN1C(C2=CC=CC=C2C(=N1)C(F)(F)F)=O (2-amino-4-(trifluoromethyl)phthalazin-1(2H)-one), C12(CC3CC(CC(C1)C3)C2)CC(=O)Cl ((adamantan-1-yl)acetyl chloride). The product is C12(CC3CC(CC(C1)C3)C2)CC(=O)NN2C(C3=CC=CC=C3C(=N2)C(F)(F)F)=O (2-(1-adamantyl)-N-[1-oxo-4-(trifluoromethyl)phthalazin-2(1H)-yl]acetamide). Yield: 77.0%. As a reaction SMILES: [NH2:1][N:2]1[N:11]=[C:10]([C:12]([F:15])([F:14])[F:13])[C:9]2[C:4](=[CH:5][CH:6]=[CH:7][CH:8]=2)[C:3]1=[O:16].[C:17]12([CH2:27][C:28](Cl)=[O:29])[CH2:26][CH:21]3[CH2:22][CH:23]([CH2:25][CH:19]([CH2:20]3)[CH2:18]1)[CH2:24]2>>[C:17]12([CH2:27][C:28]([NH:1][N:2]3[N:11]=[C:10]([C:12]([F:15])([F:13])[F:14])[C:9]4[C:4](=[CH:5][CH:6]=[CH:7][CH:8]=4)[C:3]3=[O:16])=[O:29])[CH2:24][CH:23]3[CH2:22][CH:21]([CH2:20][CH:19]([CH2:25]3)[CH2:18]1)[CH2:26]2. Procedure details: The product of Example 11B (50.6 mg) and (adamantan-1-yl)acetyl chloride (54 mg, 0.25 mmol) were treated as in Example 6 to give the title compound (69 mg, 0.17 mmol) as a white solid. 1H NMR (300 MHz, DMSO-d6) δ 11.47 (s, 1H), 8.44 (dd, 1H), 8.18-7.98 (m, 3H), 2.08 (s, 2H), 1.99-1.92 (m, 3H), 1.75-1.55 (m, 12H); MS (DCI) M/Z 423.3 (M+NH4)+. Product: CC(=O)NC(C)c1ccc(CN2CCN(c3ccccn3)CC2)cc1. Starting materials: CC(=O)NC(C)c1ccc(CCl)cc1, c1ccc(N2CCNCC2)nc1. RXN SMILES: [Cl:1][CH2:2][c:3]1[cH:4][cH:5][c:6]([CH:9]([CH3:10])[NH:11][C:12]([CH3:13])=[O:14])[cH:7][cH:8]1.[n:15]1[c:16]([N:21]2[CH2:22][CH2:23][NH:24][CH2:25][CH2:26]2)[cH:17][cH:18][cH:19][cH:20]1>>[CH2:2]([c:3]1[cH:4][cH:5][c:6]([CH:9]([CH3:10])[NH:11][C:12]([CH3:13])=[O:14])[cH:7][cH:8]1)[N:24]1[CH2:23][CH2:22][N:21]([c:16]2[n:15][cH:20][cH:19][cH:18][cH:17]2)[CH2:26][CH2:25]1.